From a dataset of the Open Reaction Database (ORD), a public repository of structured organic reaction records. describe an organic reaction: reactants, conditions, products, and yield Starting materials: CC(=O)Cl, CN1CC(O)CC(c2ccccc2)C1, ClCCl, [Na+], [OH-], O. Product: CC(=O)OC1CC(c2ccccc2)CN(C)C1, Cl. RXN SMILES: [CH3:15][C:16]([Cl:17])=[O:18].[CH3:1][N:2]1[CH2:3][CH:4]([OH:14])[CH2:5][CH:6]([c:8]2[cH:9][cH:10][cH:11][cH:12][cH:13]2)[CH2:7]1.[Cl:22][CH2:23][Cl:24].[Na+:21].[OH-:20].[OH2:19]>>[CH3:1][N:2]1[CH2:3][CH:4]([O:14][C:16]([CH3:15])=[O:18])[CH2:5][CH:6]([c:8]2[cH:9][cH:10][cH:11][cH:12][cH:13]2)[CH2:7]1.[ClH:17]. RXN SMILES: [C:1]([C:2]([CH3:3])([CH3:4])[CH3:5])(=[O:6])[c:7]1[cH:8][cH:9][c:10]([C:11](=[O:12])[OH:13])[cH:14][cH:15]1.[CH2:25]([Cl:26])[CH2:27][Cl:28].[Cl:30][CH2:31][Cl:32].[ClH:16].[ClH:29].[NH2:17][CH2:18][CH2:19][C:20](=[O:21])[O:22][CH2:23][CH3:24]>>[C:1]([C:2]([CH3:3])([CH3:4])[CH3:5])(=[O:6])[c:7]1[cH:8][cH:9][c:10]([C:11](=[O:13])[NH:17][CH2:18][CH2:19][C:20](=[O:21])[O:22][CH2:23][CH3:24])[cH:14][cH:15]1. The reactants are CC(C)(C)C(=O)c1ccc(C(=O)O)cc1, ClCCCl, ClCCl, Cl, Cl, CCOC(=O)CCN. The product is CCOC(=O)CCNC(=O)c1ccc(C(=O)C(C)(C)C)cc1. Reactants: C1(CCCCC1)CC1=NC=C(C(N1C)=O)C1=CC(=C(C=C1)OC1=C2C(=NC=C1)N(N=C2C2=CC=C(C=C2)C(=O)N2CCOCC2)CC2=CC=C(C=C2)OC)F (2-(cyclohexylmethyl)-5-(3-fluoro-4-(1-(4-methoxybenzyl)-3-(4-(morpholine-4-carbonyl)phenyl)-1H-pyrazolo[3,4-b]pyridin-4-yloxy)phenyl)-3-methylpyrimidin-4(3H)-one). Solvent: C(=O)(C(F)(F)F)O (TFA). Product: C1(CCCCC1)CC1=NC=C(C(N1C)=O)C1=CC(=C(C=C1)OC1=C2C(=NC=C1)NN=C2C2=CC=C(C=C2)C(=O)N2CCOCC2)F (2-(cyclohexylmethyl)-5-(3-fluoro-4-(3-(4-(morpholine-4-carbonyl)phenyl)-1H-pyrazolo[3,4-b]pyridin-4-yloxy)phenyl)-3-methylpyrimidin-4(3H)-one). RXN SMILES: [CH:1]1([CH2:7][C:8]2[N:13]([CH3:14])[C:12](=[O:15])[C:11]([C:16]3[CH:21]=[CH:20][C:19]([O:22][C:23]4[CH:28]=[CH:27][N:26]=[C:25]5[N:29](CC6C=CC(OC)=CC=6)[N:30]=[C:31]([C:32]6[CH:37]=[CH:36][C:35]([C:38]([N:40]7[CH2:45][CH2:44][O:43][CH2:42][CH2:41]7)=[O:39])=[CH:34][CH:33]=6)[C:24]=45)=[C:18]([F:55])[CH:17]=3)=[CH:10][N:9]=2)[CH2:6][CH2:5][CH2:4][CH2:3][CH2:2]1>C(O)(C(F)(F)F)=O>[CH:1]1([CH2:7][C:8]2[N:13]([CH3:14])[C:12](=[O:15])[C:11]([C:16]3[CH:21]=[CH:20][C:19]([O:22][C:23]4[CH:28]=[CH:27][N:26]=[C:25]5[NH:29][N:30]=[C:31]([C:32]6[CH:37]=[CH:36][C:35]([C:38]([N:40]7[CH2:45][CH2:44][O:43][CH2:42][CH2:41]7)=[O:39])=[CH:34][CH:33]=6)[C:24]=45)=[C:18]([F:55])[CH:17]=3)=[CH:10][N:9]=2)[CH2:6][CH2:5][CH2:4][CH2:3][CH2:2]1. Procedure details: A solution of 2-(cyclohexylmethyl)-5-(3-fluoro-4-(1-(4-methoxybenzyl)-3-(4-(morpholine-4-carbonyl)phenyl)-1H-pyrazolo[3,4-b]pyridin-4-yloxy)phenyl)-3-methylpyrimidin-4(3H)-one (0.027 g, 0.0363 mmol) in TFA (1 mL) was stirred at 60° C. for 3 minutes and then at ambient temperature overnight. The reaction mixture was concentrated in vacuo and the residue was partitioned between EtOAc and saturated NaHCO3. The layers were separated and the aqueous layer was re-extracted with EtOAc (1×). The combine... Starting materials: CC(C)(C)OC(=O)NC(CC(N)=O)C(=O)N1CCN(c2ccccc2)CC1, O=C(O)CCc1ccc(OCc2ccccc2)cc1OCc1ccccc1. Reaction SMILES: [C:28]([O:29][C:30](=[O:31])[NH:35][CH:36]([CH2:37][C:38]([NH2:39])=[O:40])[C:41](=[O:42])[N:43]1[CH2:44][CH2:45][N:46]([c:49]2[cH:50][cH:51][cH:52][cH:53][cH:54]2)[CH2:47][CH2:48]1)([CH3:32])([CH3:33])[CH3:34].[CH2:1]([c:2]1[cH:3][cH:4][cH:5][cH:6][cH:7]1)[O:8][c:9]1[c:10]([CH2:23][CH2:24][C:25](=[O:26])[OH:27])[cH:11][cH:12][c:13]([O:15][CH2:16][c:17]2[cH:18][cH:19][cH:20][cH:21][cH:22]2)[cH:14]1>>[CH2:1]([c:2]1[cH:3][cH:4][cH:5][cH:6][cH:7]1)[O:8][c:9]1[c:10]([CH2:23][CH2:24][C:25](=[O:27])[NH:35][CH:36]([CH2:37][C:38]([NH2:39])=[O:40])[C:41](=[O:42])[N:43]2[CH2:44][CH2:45][N:46]([c:49]3[cH:50][cH:51][cH:52][cH:53][cH:54]3)[CH2:47][CH2:48]2)[cH:11][cH:12][c:13]([O:15][CH2:16][c:17]2[cH:18][cH:19][cH:20][cH:21][cH:22]2)[cH:14]1. Product: NC(=O)CC(NC(=O)CCc1ccc(OCc2ccccc2)cc1OCc1ccccc1)C(=O)N1CCN(c2ccccc2)CC1. Reaction SMILES: [ClH:27].[F:1][c:2]1[c:3](-[c:9]2[cH:10][c:11]([C:12](=[O:13])[O:14][CH3:15])[cH:16][c:17]([N:19]3[CH2:20][CH2:21][O:22][CH2:23][CH2:24]3)[n:18]2)[cH:4][cH:5][c:6]([CH3:8])[cH:7]1.[Na+:26].[OH-:25]>>[ClH:27].[F:1][c:2]1[c:3](-[c:9]2[cH:10][c:11]([C:12](=[O:13])[OH:14])[cH:16][c:17]([N:19]3[CH2:20][CH2:21][O:22][CH2:23][CH2:24]3)[n:18]2)[cH:4][cH:5][c:6]([CH3:8])[cH:7]1. The reactants are Cl, COC(=O)c1cc(-c2ccc(C)cc2F)nc(N2CCOCC2)c1, [Na+], [OH-]. Yields the product Cl, Cc1ccc(-c2cc(C(=O)O)cc(N3CCOCC3)n2)c(F)c1. The reactants are N1(CCCC1)C1CCNCC1 (4-(1-pyrrolidinyl) piperidine), C(C)(C)N(C(C)C)CC (N,N-diisopropylethyl amine), C1(CCCCC1)C1=CC=C(C(=O)N2CC=3N(CC4=C2C=CC=C4)C(=CC3)C(=O)Cl)C=C1 (10-(4-cyclohexyl-benzoyl)-10,11-dihydro-5H-pyrrolo[2,1-c][1,4]benzodiazepine-3-carbonyl chloride), C1(CCCCC1)C1=CC=C(C(=O)N2CC=3N(CC4=C2C=CC=C4)C(=CC3)C(=O)O)C=C1 (10-(4-Cyclohexyl-benzoyl)-10,11-dihydro-5H-pyrrolo[2,1 c][1,4]benzodiazepine-3-carboxylic acid). Reagents/catalysts: CN(C1=CC=NC=C1)C (4-(dimethylamino)pyridine). Solvent: ClCCl (dichloromethane). Run at time 8 hour. The product is C1(CCCCC1)C1=CC=C(C(=O)N2CC=3N(CC4=C2C=CC=C4)C(=CC3)C(=O)N3CCC(CC3)N3CCCC3)C=C1 ([10-(4-Cyclohexyl-benzoyl)-10,11-dihydro-5H-pyrrolo[2,1-c][1,4]benzodiazepin-3-yl][4-(1-pyrrolidinyl)-1-piperidinyl]methanone), material. As a reaction SMILES: [CH:1]1([C:7]2[CH:31]=[CH:30][C:10]([C:11]([N:13]3[C:19]4[CH:20]=[CH:21][CH:22]=[CH:23][C:18]=4[CH2:17][N:16]4[C:24]([C:27](Cl)=[O:28])=[CH:25][CH:26]=[C:15]4[CH2:14]3)=[O:12])=[CH:9][CH:8]=2)[CH2:6][CH2:5][CH2:4][CH2:3][CH2:2]1.C1(C2C=C[C:41]([C:42]([N:44]3[C:50]4C=CC=C[C:49]=4[CH2:48][N:47]4[C:55](C(O)=O)=[CH:56][CH:57]=[C:46]4C3)=O)=CC=2)CCCCC1.N1(C2CCNCC2)CCCC1.C(N(CC)C(C)C)(C)C>ClCCl.CN(C)C1C=CN=CC=1>[CH:1]1([C:7]2[CH:31]=[CH:30][C:10]([C:11]([N:13]3[C:19]4[CH:20]=[CH:21][CH:22]=[CH:23][C:18]=4[CH2:17][N:16]4[C:24]([C:27]([N:44]5[CH2:42][CH2:41][CH:48]([N:47]6[CH2:46][CH2:57][CH2:56][CH2:55]6)[CH2:49][CH2:50]5)=[O:28])=[CH:25][CH:26]=[C:15]4[CH2:14]3)=[O:12])=[CH:9][CH:8]=2)[CH2:6][CH2:5][CH2:4][CH2:3][CH2:2]1. Reported procedure: A stirred solution of the crude 10-(4-cyclohexyl-benzoyl)-10,11-dihydro-5H-pyrrolo[2,1-c][1,4]benzodiazepine-3-carbonyl chloride (prepared in the manner of Example 23, from 1 g of the corresponding carboxylic acid of Example 22) in dichloromethane (25 mL) was treated with 4-(1-pyrrolidinyl) piperidine (0.74 g), N,N-diisopropylethyl amine (0.31 g) and 4-(dimethylamino)pyridine (0.05 g). The reaction mixture was stirred at room temperature overnight, washed with water and saturated aqueous sodium ...